Dataset: the Open Reaction Database (ORD), a public repository of structured organic reaction records. Task: describe an organic reaction: reactants, conditions, products, and yield The reactants are O=C1CCC(=O)N1Br, Cc1ccc(C#N)cc1F, ClCCCl, CC(C)(C#N)N=NC(C)(C)C#N. Product: N#Cc1ccc(CBr)c(F)c1. As a reaction SMILES: [Br:23][N:24]1[C:25](=[O:26])[CH2:27][CH2:28][C:29]1=[O:30].[C:1](#[N:2])[c:3]1[cH:4][c:5]([F:10])[c:6]([CH3:9])[cH:7][cH:8]1.[Cl:31][CH2:32][CH2:33][Cl:34].[N:11]#[C:12][C:13]([N:14]=[N:15][C:16]([C:17]#[N:18])([CH3:19])[CH3:20])([CH3:21])[CH3:22]>>[C:1](#[N:2])[c:3]1[cH:4][c:5]([F:10])[c:6]([CH2:9][Br:23])[cH:7][cH:8]1. Reactants: COC=1C=C(C=CC1OC)CC#N (3,4-dimethyoxyphenylacetonitrile), ClC1=CC=C(C=O)C=C1 (4-chlorobenzaldehyde). The reagents and catalysts are [OH-].[Na+] (sodium hydroxide). The solvent is C(C)O (ethanol), C(C)O (ethanol). Product: C(#N)C(C1=CC(=C(C=C1)OC)OC)=CC1=CC=C(C=C1)Cl (α-cyano-3,4-dimethoxy-4'-chlorostilbene). The yield is 79.7%. Reaction SMILES: [CH3:1][O:2][C:3]1[CH:4]=[C:5]([CH2:11][C:12]#[N:13])[CH:6]=[CH:7][C:8]=1[O:9][CH3:10].[Cl:14][C:15]1[CH:22]=[CH:21][C:18]([CH:19]=O)=[CH:17][CH:16]=1>C(O)C.[OH-].[Na+]>[C:12]([C:11](=[CH:19][C:18]1[CH:21]=[CH:22][C:15]([Cl:14])=[CH:16][CH:17]=1)[C:5]1[CH:6]=[CH:7][C:8]([O:9][CH3:10])=[C:3]([O:2][CH3:1])[CH:4]=1)#[N:13] |f:3.4|. Procedure: A mixture of 3,4-dimethyoxyphenylacetonitrile (1.77 g, 10.0 mmol, purchased from Tokyo Kasei,) and 4-chlorobenzaldehyde (1.4 g, 10.0 mmol, purchased from Tokyo Kasei) in 5 ml of ethanol was heated to dissolve. Two drops of 20% aqueous sodium hydroxide solution was then added and the reaction mixture was stirred over night. The resultant reaction mass was crushed in ethanol. The precipitate was Collected and washed with ethanol then with hexane, and dried to give 2.39 g (yield: 79.7%) of α-cyano-... The reactants are C(OCC1CCN(CC1)C)(OC1=CC=C(C=C1)[N+](=O)[O-])=O ((1-Methylpiperidin-4-yl)methyl 4-nitrophenyl carbonate), C(OCC1CCN(CC1)C)(OC1=CC=C(C=C1)[N+](=O)[O-])=O ((1-Methylpiperidin-4-yl)methyl 4-nitrophenyl carbonate), CCN(C(C)C)C(C)C (DIPEA), Cl.Cl.CC=1C=C(C=CC1)N1CCNCC1 (4-(3-methylphenyl)piperazine dihydrochloride). The solvent is CN(C)C=O (DMF). Run at time 4 hour. Product: CC=1C=C(C=CC1)N1CCN(CC1)C(=O)OCC1CCN(CC1)C ((1-methylpiperidin-4-yl)methyl 4-(3-methylphenyl)piperazine-1-carboxylate). Yield: 13.4%. RXN SMILES: [C:1](=[O:21])(OC1C=CC([N+]([O-])=O)=CC=1)[O:2][CH2:3][CH:4]1[CH2:9][CH2:8][N:7]([CH3:10])[CH2:6][CH2:5]1.CCN(C(C)C)C(C)C.Cl.Cl.[CH3:33][C:34]1[CH:35]=[C:36]([N:40]2[CH2:45][CH2:44][NH:43][CH2:42][CH2:41]2)[CH:37]=[CH:38][CH:39]=1>CN(C=O)C>[CH3:33][C:34]1[CH:35]=[C:36]([N:40]2[CH2:45][CH2:44][N:43]([C:1]([O:2][CH2:3][CH:4]3[CH2:5][CH2:6][N:7]([CH3:10])[CH2:8][CH2:9]3)=[O:21])[CH2:42][CH2:41]2)[CH:37]=[CH:38][CH:39]=1 |f:2.3.4|. Procedure details: (1-Methylpiperidin-4-yl)methyl 4-nitrophenyl carbonate (Intermediate 1; 4.30 g, 14.6 mmol) was dissolved in DMF (50 mL). DIPEA (8.91 mL, 51.1 mmol) and 4-(3-methylphenyl)piperazine dihydrochloride (3.64 g, 14.6 mmol) were added. The reaction mixture was stirred at room temperature for 4 hours and then concentrated in vacuo. The residue was dissolved in EtOAc (500 mL) and then washed sequentially with 1 M aq NaOH solution (6×200 mL), brine (50 mL), dried (MgSO4) and concentrated in vacuo. The res... Starting materials: FC1=C(C=C(C=C1)[N+](=O)[O-])C12N=C(SCCC2C1)NC(OC(C)(C)C)=O (tert-Butyl (1SR,7SR)-1-(2-fluoro-5-nitrophenyl)-4-thia-2-azabicyclo[5.1.0]oct-2-en-3-ylcarbamate), [H][H] (hydrogen). Reagents/catalysts: [Pd] (palladium on carbon), [Pd] (Pd/C). Run in CO (methanol). Run at time 3 hour. Product: NC=1C=CC(=C(C1)C12N=C(SCCC2C1)NC(OC(C)(C)C)=O)F (tert-butyl (1SR,7SR)-1-(5-amino-2-fluorophenyl)-4-thia-2-azabicyclo[5.1.0]oct-2-en-3-ylcarbamate). Isolated yield 83.8%. As a reaction SMILES: [F:1][C:2]1[CH:7]=[CH:6][C:5]([N+:8]([O-])=O)=[CH:4][C:3]=1[C:11]12[CH2:18][CH:17]1[CH2:16][CH2:15][S:14][C:13]([NH:19][C:20](=[O:26])[O:21][C:22]([CH3:25])([CH3:24])[CH3:23])=[N:12]2.[H][H]>CO.[Pd]>[NH2:8][C:5]1[CH:6]=[CH:7][C:2]([F:1])=[C:3]([C:11]23[CH2:18][CH:17]2[CH2:16][CH2:15][S:14][C:13]([NH:19][C:20](=[O:26])[O:21][C:22]([CH3:23])([CH3:25])[CH3:24])=[N:12]3)[CH:4]=1. Procedure details: tert-Butyl (1SR,7SR)-1-(2-fluoro-5-nitrophenyl)-4-thia-2-azabicyclo[5.1.0]oct-2-en-3-ylcarbamate (intermediate rac-A7a) (68 mg; 0.18 mmol) was dissolved in 20 ml methanol under argon and 10% palladium on carbon (Pd/C) (28 mg, 15 mol %) was added. The atmosphere of the reaction system was replaced with hydrogen, followed by stiffing at 23° C. for 3 hours. More 10% Pd/C (67 mg) was added and stiffing was continued under hydrogen atmosphere for 20 hours. The reaction mixture was filtered and evapor...